From a dataset of the Open Reaction Database (ORD), a public repository of structured organic reaction records. describe an organic reaction: reactants, conditions, products, and yield Reaction SMILES: [C:4]([CH3:5])([CH3:6])([CH3:7])[O:8][C:9](=[O:10])[N:11]1[CH2:12][C:13]([CH2:16][c:17]2[cH:18][cH:19][cH:20][cH:21][cH:22]2)([C:23](=[O:24])[c:25]2[cH:26][c:27]3[c:28]([I:43])[cH:29][n:30]([S:34](=[O:35])(=[O:36])[c:37]4[cH:38][cH:39][cH:40][cH:41][cH:42]4)[c:31]3[cH:32][cH:33]2)[CH2:14][CH2:15]1.[CH2:100]1[O:101][CH2:102][CH2:103][O:104][CH2:105]1.[CH:46](=[CH:47][C:48]([CH:49]=[CH:50][c:51]1[cH:52][cH:53][cH:54][cH:55][cH:56]1)=[O:57])[c:58]1[cH:59][cH:60][cH:61][cH:62][cH:63]1.[CH:64](=[CH:65][C:66]([CH:67]=[CH:68][c:69]1[cH:70][cH:71][cH:72][cH:73][cH:74]1)=[O:75])[c:76]1[cH:77][cH:78][cH:79][cH:80][cH:81]1.[CH:82](=[CH:83][C:84]([CH:85]=[CH:86][c:87]1[cH:88][cH:89][cH:90][cH:91][cH:92]1)=[O:93])[c:94]1[cH:95][cH:96][cH:97][cH:98][cH:99]1.[Cu:1][C:2]#[N:3].[Pd:44].[Pd:45]>>[C:2](#[N:3])[c:28]1[c:27]2[cH:26][c:25]([C:23]([C:13]3([CH2:16][c:17]4[cH:18][cH:19][cH:20][cH:21][cH:22]4)[CH2:12][N:11]([C:9]([O:8][C:4]([CH3:5])([CH3:6])[CH3:7])=[O:10])[CH2:15][CH2:14]3)=[O:24])[cH:33][cH:32][c:31]2[n:30]([S:34](=[O:35])(=[O:36])[c:37]2[cH:38][cH:39][cH:40][cH:41][cH:42]2)[cH:29]1. Starting materials: CC(C)(C)OC(=O)N1CCC(Cc2ccccc2)(C(=O)c2ccc3c(c2)c(I)cn3S(=O)(=O)c2ccccc2)C1, C1COCCO1, O=C(C=Cc1ccccc1)C=Cc1ccccc1, O=C(C=Cc1ccccc1)C=Cc1ccccc1, O=C(C=Cc1ccccc1)C=Cc1ccccc1, N#C[Cu], [Pd], [Pd]. Product: CC(C)(C)OC(=O)N1CCC(Cc2ccccc2)(C(=O)c2ccc3c(c2)c(C#N)cn3S(=O)(=O)c2ccccc2)C1.